Dataset: the Open Reaction Database (ORD), a public repository of structured organic reaction records. Task: describe an organic reaction: reactants, conditions, products, and yield Reactants: FC1=C(C2=C(NC(CO2)=O)C=C1)F (7,8-Difluoro-4H-benzo[1,4]oxazin-3-one), C(=O)([O-])[O-].[Cs+].[Cs+] (Cs2CO3), ClCCCI (3-chloro-1-iodopropane). The product is ClCCCN1C(COC2=C1C=CC(=C2F)F)=O (4-(3-Chloropropyl)-7,8-difluoro-4H-benzo[1,4]oxazin-3-one). Isolated yield 93.2%. As a reaction SMILES: [F:1][C:2]1[CH:12]=[CH:11][C:5]2[NH:6][C:7](=[O:10])[CH2:8][O:9][C:4]=2[C:3]=1[F:13].C([O-])([O-])=O.[Cs+].[Cs+].[Cl:20][CH2:21][CH2:22][CH2:23]I>>[Cl:20][CH2:21][CH2:22][CH2:23][N:6]1[C:5]2[CH:11]=[CH:12][C:2]([F:1])=[C:3]([F:13])[C:4]=2[O:9][CH2:8][C:7]1=[O:10] |f:1.2.3|. Procedure: 7,8-Difluoro-4H-benzo[1,4]oxazin-3-one (81MF2082a) (0.119 g, 0.64 mmol), Cs2CO3 (0.314 g, 0.96 mmol) and 3-chloro-1-iodopropane (0.144 g, 0.70 mmol) were mixed according to GP5 giving the crude title compound (0.156 g); 1H NMR (CDCl3) δ 6.89-6.82 (m, 1H), 6.78-6.74 (m, 1H), 4.68 (s, 2H), 4.08 (t, J=7.2 Hz, 2H), 3.62 (t, J=6.4 Hz, 2H), 2.18-2.10 (m, 2H); 13CNMR (CDCl3) δ 163.5, 147.7 (q, J=245.6 Hz, J=10.4 Hz), 141.0 (q, J=249.4 Hz, J=15.7 Hz), 135.5, 126.2, 109.9 (d, J=18.4 Hz), 108.6 (q, J=7.6 ... Reactants: methylaluminoxane, [Al] (aluminum), C=C (ethylene), C=C (ethylene), C=CC (propylene), C=CCC (1-butene), C(C(C)C)[Al](CC(C)C)CC(C)C (triisobutylaluminum). Reagents/catalysts: [Cl-].[Cl-].C1(=CC=CC=C1)C(C1=CC=CC=C1)=[Zr+2](C1=C(C=CC=2C3=CC=C(C=C3CC12)C(C)(C)C)C(C)(C)C)C1C=C(C=C1CC)C(C)(C)C (diphenylmethylene(3-tert-butyl-5-ethylcyclopentadienyl) (2,7-ditert-butyl-fluorenyl)zirconium dichloride). Solvent: C1(=CC=CC=C1)C (toluene), CO (methanol), CCCCCC (hexane). Run at temperature 55 celsius, time 25 minute. Product: C=CC.C=C.C=CCC (Propylene Ethylene/Butene). As a reaction SMILES: [CH2:1]=[CH:2][CH2:3][CH3:4].[CH2:5]([Al](CC(C)C)CC(C)C)[CH:6](C)C.C=CC.C=C.[Al]>[Cl-].[Cl-].C1(C(=[Zr+2](C2C(CC)=CC(C(C)(C)C)=C2)C2C3CC4C(=CC=C(C(C)(C)C)C=4)C=3C=CC=2C(C)(C)C)C2C=CC=CC=2)C=CC=CC=1.CO.C1(C)C=CC=CC=1.CCCCCC>[CH2:1]=[CH:2][CH3:3].[CH2:5]=[CH2:6].[CH2:1]=[CH:2][CH2:3][CH3:4] |f:5.6.7,11.12.13|. Procedure: To a 2000 ml polymerization apparatus dried under reduced pressure and thoroughly purged with nitrogen, 817 ml of dry hexane, 50 g of 1-butene and triisobutylaluminum (1.0 mmol) were charged at normal temperature, then the temperature inside the polymerization apparatus was elevated to 55° C., and the polymerization apparatus was pressurized with propylene to 0.70 MPa and subsequently pressurized with ethylene to 0.75 MPa. Thereafter, a toluene solution in which 0.001 mmol of diphenylmethylene(3... The reactants are C(C)(C)(C)OC(NC1=C(C=C(C(=C1)Cl)Cl)[N+](=O)[O-])=O ((4,5-dichloro-2-nitro-phenyl)-carbamic acid tert.-butyl ester), C(C)(C)NC (N-isopropyl-methylamine). Solvent: CS(=O)C (DMSO). Yields the product C(C)(C)(C)OC(NC1=C(C=C(C(=C1)N(C)C(C)C)Cl)[N+](=O)[O-])=O ([4-Chloro-5-(isopropyl-methyl-amino)-2-nitro-phenyl]-carbamic acid tert-butyl ester), solid. Isolated yield 73.0%. Reaction SMILES: [C:1]([O:5][C:6](=[O:19])[NH:7][C:8]1[CH:13]=[C:12](Cl)[C:11]([Cl:15])=[CH:10][C:9]=1[N+:16]([O-:18])=[O:17])([CH3:4])([CH3:3])[CH3:2].[CH:20]([NH:23][CH3:24])([CH3:22])[CH3:21]>CS(C)=O>[C:1]([O:5][C:6](=[O:19])[NH:7][C:8]1[CH:13]=[C:12]([N:23]([CH:20]([CH3:22])[CH3:21])[CH3:24])[C:11]([Cl:15])=[CH:10][C:9]=1[N+:16]([O-:18])=[O:17])([CH3:4])([CH3:3])[CH3:2]. Procedure details: The title compound was prepared from (4,5-dichloro-2-nitro-phenyl)-carbamic acid tert.-butyl ester (Example A20) (5.0 g, 16.3 mmol) and N-isopropyl-methylamine (5.95 g, 81.4 mmol) in DMSO (50 mL) at 75° C. according to the general procedure C. Obtained as a yellow solid (4.07 g, 73%).